describe an organic reaction: reactants, conditions, products, and yield From a dataset of the Open Reaction Database (ORD), a public repository of structured organic reaction records. Starting materials: N(=NC(=O)OCC)C(=O)OCC (diethyl azodicarboxylate), NC1=C(C=C(C=C1)O)[N+](=O)[O-] (4-amino-3-nitrophenol), C(C1=CC=CC=C1)O (benzyl alcohol), C1(=CC=CC=C1)P(C1=CC=CC=C1)C1=CC=CC=C1 (triphenyl phosphine). Solvent: C(C)(=O)OCC (ethyl acetate), C1CCOC1 (THF). Reaction conditions: time 5 hour. Product: C(C1=CC=CC=C1)OC1=CC(=C(N)C=C1)[N+](=O)[O-] (4-(benzyloxy)-2-nitroaniline). The yield is 75.7%. Reaction SMILES: N(C(OCC)=O)=NC(OCC)=O.[NH2:13][C:14]1[CH:19]=[CH:18][C:17]([OH:20])=[CH:16][C:15]=1[N+:21]([O-:23])=[O:22].[CH2:24](O)[C:25]1[CH:30]=[CH:29][CH:28]=[CH:27][CH:26]=1.C1(P(C2C=CC=CC=2)C2C=CC=CC=2)C=CC=CC=1>C(OCC)(=O)C.C1COCC1>[CH2:24]([O:20][C:17]1[CH:18]=[CH:19][C:14]([NH2:13])=[C:15]([N+:21]([O-:23])=[O:22])[CH:16]=1)[C:25]1[CH:30]=[CH:29][CH:28]=[CH:27][CH:26]=1. Procedure: At 0° C., diethyl azodicarboxylate (3.4 mL) was added to a THF solution (13 mL) of 4-amino-3-nitrophenol (1.0 g), benzyl alcohol (1.0 g) and triphenyl phosphine (1.9 g), and stirred at room temperature for 5 hours. The reaction liquid was diluted with ethyl acetate, and the organic layer was washed with aqueous 1 N sodium hydroxide solution, aqueous saturated sodium hydrogencarbonate solution and saturated saline water in that order. The organic layer was dried with anhydrous sodium sulfate, and...